This data is from the Open Reaction Database (ORD), a public repository of structured organic reaction records. The task is: describe an organic reaction: reactants, conditions, products, and yield Starting materials: CCn1nc(-c2ccccc2)c(C(C)=O)c([N+](=O)[O-])c1=O, CCO, Nc1cc(Br)cc2cccnc12. Yields the product CCn1nc(-c2ccccc2)c(C(C)=O)c(Nc2cc(Br)cc3cccnc23)c1=O. As a reaction SMILES: [C:1]([CH3:2])(=[O:3])[c:4]1[c:5]([N+:19]([O-:20])=[O:21])[c:6](=[O:18])[n:7]([CH2:16][CH3:17])[n:8][c:9]1-[c:10]1[cH:11][cH:12][cH:13][cH:14][cH:15]1.[CH3:34][CH2:35][OH:36].[NH2:22][c:23]1[cH:24][c:25]([Br:33])[cH:26][c:27]2[cH:28][cH:29][cH:30][n:31][c:32]12>>[C:1]([CH3:2])(=[O:3])[c:4]1[c:5]([NH:19][c:23]2[cH:24][c:25]([Br:33])[cH:26][c:27]3[cH:28][cH:29][cH:30][n:31][c:32]23)[c:6](=[O:18])[n:7]([CH2:16][CH3:17])[n:8][c:9]1-[c:10]1[cH:11][cH:12][cH:13][cH:14][cH:15]1. The reactants are CC(CC1=CC=C(C=C(O[Si](C)(C)C)O[Si](C)(C)C)C=C1)C (4-(2-methylpropyl)-β,β-bis(trimethylsiloxy)-styrene), C(F)(Cl)(Cl)Cl (CFCl3), FOC(F)(F)F (trifluoromethyl hypofluorite). Run at temperature 25 celsius. Yields the product FC(C(=O)O[SiH2]C(F)(F)F)C1=CC=C(C=C1)CC(C)C (trifluoromethylsilyl α-fluoro-4-(2-methylpropyl)benzeneacetate). Yield: 100.0%. RXN SMILES: [CH3:1][CH:2]([CH3:22])[CH2:3][C:4]1[CH:21]=[CH:20][C:7]([CH:8]=[C:9]([O:15][Si:16](C)(C)C)[O:10][Si](C)(C)C)=[CH:6][CH:5]=1.FO[C:25]([F:28])([F:27])[F:26].C(Cl)(Cl)(Cl)[F:30]>>[F:30][CH:8]([C:7]1[CH:20]=[CH:21][C:4]([CH2:3][CH:2]([CH3:22])[CH3:1])=[CH:5][CH:6]=1)[C:9]([O:15][SiH2:16][C:25]([F:28])([F:27])[F:26])=[O:10]. Reported procedure: A solution of 16.8 g (0.05 mol) of the aforesaid 4-(2-methylpropyl)-β,β-bis(trimethylsiloxy)-styrene in 250 ml of CFCl3 was cooled to -70° C. and 5.2 g (0.05 mol) of trifluoromethyl hypofluorite were passed into the solution over a period of 1 hour. The reaction mixture was warmed to room temperature (25° C.) and then evaporated under reduced pressure to give 14.1 g (100% yield) of crude trifluoromethylsilyl α-fluoro-4-(2-methylpropyl)benzeneacetate as a colorless oil: 19F NMR (CFCl3) δ-176.8 pp... The reactants are CC1=C2[C@H](C(=O)[C@@]3([C@H](C[C@@H]4[C@]([C@H]3[C@@H]([C@@](C2(C)C)(C[C@@H]1O)O)OC(=O)C=5C=CC=CC5)(CO4)OC(=O)C)O)C)O (10-deacetylbaccatin III), C(C)(=O)OC(C)=O (acetic anhydride), C(Cl)Cl.CO (CH2Cl2 MeOH). Reagents/catalysts: FC(S(=O)(=O)[O-])(F)F.[Sc+3].FC(S(=O)(=O)[O-])(F)F.FC(S(=O)(=O)[O-])(F)F (scandium trifluoromethanesulfonate). The solvent is O1CCCC1 (tetrahydrofuran), O1CCCC1 (tetrahydrofuran). Conditions: time 48 hour. Product: CC1=C2[C@H](C(=O)[C@@]3([C@H](C[C@@H]4[C@]([C@H]3[C@@H]([C@@](C2(C)C)(C[C@@H]1O)O)OC(=O)C=5C=CC=CC5)(CO4)OC(=O)C)O)C)O (10-deacetylbaccatin III), CC1=C2[C@H](C(=O)[C@@]3([C@H](C[C@@H]4[C@]([C@H]3[C@@H]([C@@](C2(C)C)(C[C@@H]1O)O)OC(=O)C=5C=CC=CC5)(CO4)OC(=O)C)O)C)OC(=O)C (baccatin III). Yield: 58.0%. RXN SMILES: [CH3:1][C:2]1[C@@H:19]([OH:20])[CH2:18][C@:14]2([OH:21])[C:15]([CH3:17])([CH3:16])[C:3]=1[C@@H:4]([OH:39])[C:5]([C@@:7]1([CH3:38])[C@H:12]([C@@H:13]2[O:22][C:23]([C:25]2[CH:26]=[CH:27][CH:28]=[CH:29][CH:30]=2)=[O:24])[C@:11]2([O:33][C:34]([CH3:36])=[O:35])[CH2:31][O:32][C@@H:10]2[CH2:9][C@@H:8]1[OH:37])=[O:6].[C:40](OC(=O)C)(=[O:42])[CH3:41].C(Cl)Cl.CO>O1CCCC1.FC(F)(F)S([O-])(=O)=O.[Sc+3].FC(F)(F)S([O-])(=O)=O.FC(F)(F)S([O-])(=O)=O>[CH3:1][C:2]1[C@@H:19]([OH:20])[CH2:18][C@:14]2([OH:21])[C:15]([CH3:16])([CH3:17])[C:3]=1[C@@H:4]([OH:39])[C:5]([C@@:7]1([CH3:38])[C@H:12]([C@@H:13]2[O:22][C:23]([C:25]2[CH:30]=[CH:29][CH:28]=[CH:27][CH:26]=2)=[O:24])[C@:11]2([O:33][C:34]([CH3:36])=[O:35])[CH2:31][O:32][C@@H:10]2[CH2:9][C@@H:8]1[OH:37])=[O:6].[CH3:1][C:2]1[C@@H:19]([OH:20])[CH2:18][C@:14]2([OH:21])[C:15]([CH3:16])([CH3:17])[C:3]=1[C@@H:4]([O:39][C:40]([CH3:41])=[O:42])[C:5]([C@@:7]1([CH3:38])[C@H:12]([C@@H:13]2[O:22][C:23]([C:25]2[CH:30]=[CH:29][CH:28]=[CH:27][CH:26]=2)=[O:24])[C@:11]2([O:33][C:34]([CH3:36])=[O:35])[CH2:31][O:32][C@@H:10]2[CH2:9][C@@H:8]1[OH:37])=[O:6] |f:2.3,5.6.7.8|. Procedure details: To a solution of 50 mg (91.9 μmol) of 10-deacetylbaccatin III and 13 μL (1.5 eq.) of acetic anhydride in 2.0 mL of freshly distilled tetrahydrofuran 100 μL of a solution of 4.5 mg of commercial scandium trifluoromethanesulfonate in 1.0 mL of tetrahydrofuran was added. The reaction mixture was stirred at room temperature for 48 hours. Usual workup and isolation of the product by means of preparative TLC (Silica 60, CH2Cl2/MeOH 10:1) afforded 9 mg of unreacted 10-deacetylbaccatin III (18%) along w... Starting materials: [Li+], [N-]=[N+]=[N-], C1CCOC1, Cl[Si](c1ccccc1)(c1ccccc1)c1ccccc1. Yields the product [N-]=[N+]=N[Si](c1ccccc1)(c1ccccc1)c1ccccc1. As a reaction SMILES: [Li+:24].[N-:21]=[N+:22]=[N-:23].[O:25]1[CH2:26][CH2:27][CH2:28][CH2:29]1.[c:1]1([Si:7]([c:8]2[cH:9][cH:10][cH:11][cH:12][cH:13]2)([c:14]2[cH:15][cH:16][cH:17][cH:18][cH:19]2)[Cl:20])[cH:2][cH:3][cH:4][cH:5][cH:6]1>>[c:1]1([Si:7]([c:8]2[cH:9][cH:10][cH:11][cH:12][cH:13]2)([c:14]2[cH:15][cH:16][cH:17][cH:18][cH:19]2)[N:21]=[N+:22]=[N-:23])[cH:2][cH:3][cH:4][cH:5][cH:6]1. The reactants are amino acid, C=1C=CC(=CC1)[C@H](C(=O)O)N ((R)-phenylglycine), C1(CCCCC1)NCC(=O)O (cyclohexylglycine), C1(CCCCC1)N[C@@H](C)C(=O)O (cyclohexylalanine), N[C@@H](CC1=CC=CC=C1)C(=O)O (L-phenylalanine). The reagents and catalysts are [OH-].[Pd+2].[OH-] (palladium hydroxide), [Pt]=O (platinum oxide). The solvent is C(C)(=O)O (acetic acid). The product is C(C)(=O)OC1CCCCC1 (cyclohexyl acetate). The yield is 24.0%. Reaction SMILES: [CH:1]1(N[C@H](C(O)=O)C)[CH2:6][CH2:5][CH2:4][CH2:3][CH2:2]1.N[C@H:14]([C:22]([OH:24])=[O:23])CC1C=CC=CC=1.C1(NCC(O)=O)CCCCC1.C1C=CC([C@@H](N)C(O)=O)=CC=1>[Pt]=O.[OH-].[Pd+2].[OH-].C(O)(=O)C>[C:22]([O:24][CH:1]1[CH2:2][CH2:3][CH2:4][CH2:5][CH2:6]1)(=[O:23])[CH3:14] |f:5.6.7|. Procedure details: Specific examples of the production of an amino acid which is optically active and contains a cyclohexyl group include the production of cyclohexylalanine by reducing L-phenylalanine in an aqueous acetic acid solution using a platinum oxide catalyst (J. Org. Chem., 1988, 53, 873 and Tetrahedron, 1992, 48, 307), and the production of cyclohexylglycine by reducing (R)-phenylglycine in a carbon-containing aqueous solution using a palladium hydroxide catalyst (Synth. Commun., 1978, 8, 345). However,... Starting materials: CCOC(=O)C1=Cc2cc(F)c(N3CCC4(C3)OCC(CN)O4)nc2N(C2CC2)C1, Cl, O. The product is Cl, NCC1COC2(CCN(c3nc4c(cc3F)C=C(C(=O)O)CN4C3CC3)C2)O1. Reaction SMILES: [CH2:1]([CH3:2])[O:3][C:4](=[O:5])[C:6]1=[CH:15][c:14]2[c:9]([n:10][c:11]([N:17]3[CH2:18][C:19]4([O:20][CH2:21][CH:22]([CH2:24][NH2:25])[O:23]4)[CH2:26][CH2:27]3)[c:12]([F:16])[cH:13]2)[N:8]([CH:28]2[CH2:29][CH2:30]2)[CH2:7]1.[ClH:31].[OH2:32]>>[ClH:31].[O:3]=[C:4]([OH:5])[C:6]1=[CH:15][c:14]2[c:9]([n:10][c:11]([N:17]3[CH2:18][C:19]4([O:20][CH2:21][CH:22]([CH2:24][NH2:25])[O:23]4)[CH2:26][CH2:27]3)[c:12]([F:16])[cH:13]2)[N:8]([CH:28]2[CH2:29][CH2:30]2)[CH2:7]1. Yields the product COCCCOC(=O)OCCl. Reaction SMILES: [CH3:1][O:2][CH2:3][CH2:4][CH2:5][OH:6].[CH3:20][CH2:21][O:22][CH2:23][CH3:24].[CH3:25][CH2:26][O:27][C:28](=[O:29])[CH3:30].[Cl:13][C:14](=[O:15])[O:16][CH2:17][Cl:18].[OH2:19].[cH:7]1[cH:8][cH:9][n:10][cH:11][cH:12]1>>[CH3:1][O:2][CH2:3][CH2:4][CH2:5][O:15][C:14]([O:16][CH2:17][Cl:18])=[O:19]. Starting materials: COCCCO, CCOCC, CCOC(C)=O, O=C(Cl)OCCl, O, c1ccncc1.